The task is: describe an organic reaction: reactants, conditions, products, and yield. This data is from the Open Reaction Database (ORD), a public repository of structured organic reaction records. Reactants: COC1=C2C=CN=CC2=CC=C1 (5-methoxyisoquinoline), C(C)(=O)OCC (ethyl acetate), Br (hydrobromic acid), N,N,N′,N′-tetramethylenediamine, [NH2-].[Na+] (sodium amide). Solvent: C=1(C(=CC=CC1)C)C (xylene). Conditions: temperature 140 celsius, time 1 hour. Yields the product Br.NC1=NC=CC2=C(C=CC=C12)O (1-amino-5-hydroxyisoquinoline monohydrobromide). RXN SMILES: C[O:2][C:3]1[CH:12]=[CH:11][CH:10]=[C:9]2[C:4]=1[CH:5]=[CH:6][N:7]=[CH:8]2.[NH2-:13].[Na+].C(OCC)(=O)C.[BrH:21]>C1(C)C(C)=CC=CC=1>[BrH:21].[NH2:13][C:8]1[C:9]2[C:4](=[C:3]([OH:2])[CH:12]=[CH:11][CH:10]=2)[CH:5]=[CH:6][N:7]=1 |f:1.2,6.7|. Reported procedure: 900 mg (5.66 mmol) of 5-methoxyisoquinoline was dissolved in 20 ml of xylene. 4.26 ml (28.3 mmol) of N,N,N′,N′-tetramethylenediamine and 1.17 g (30.0 mmol) of sodium amide were added to the obtained solution, and they were stirred at 140° C. for 1 hour. After the treatment with ethyl acetate as the extraction solvent in an ordinary manner, 10 ml of hydrobromic acid was added to the obtained crude product and they were heated under reflux for 6 hours. The solvent was evaporated to obtain the titl... Reactants: [OH-].[Na+] (sodium hydroxide), C(C)(=O)NC1=CC=C(OC2=C(C=C(C(=O)O)C=C2S(N)(=O)=O)N)C=C1 (4-(4-acetamidophenoxy)-3-amino-5-sulfamoylbenzoic acid), C(C1=CC=CC=C1)Cl (benzyl chloride), [OH-].[Na+] (sodium hydroxide). Solvent: O (water). The product is C(C)(=O)NC1=CC=C(OC2=C(C=C(C(=O)O)C=C2S(N)(=O)=O)NCC2=CC=CC=C2)C=C1 (4-(4-acetamidophenoxy)-3-benzylamino-5-sulfamoylbenzoic acid). Reaction SMILES: [C:1]([NH:4][C:5]1[CH:25]=[CH:24][C:8]([O:9][C:10]2[C:18]([S:19](=[O:22])(=[O:21])[NH2:20])=[CH:17][C:13]([C:14]([OH:16])=[O:15])=[CH:12][C:11]=2[NH2:23])=[CH:7][CH:6]=1)(=[O:3])[CH3:2].[OH-].[Na+].[CH2:28](Cl)[C:29]1[CH:34]=[CH:33][CH:32]=[CH:31][CH:30]=1>O>[C:1]([NH:4][C:5]1[CH:25]=[CH:24][C:8]([O:9][C:10]2[C:18]([S:19](=[O:21])(=[O:22])[NH2:20])=[CH:17][C:13]([C:14]([OH:16])=[O:15])=[CH:12][C:11]=2[NH:23][CH2:28][C:29]2[CH:34]=[CH:33][CH:32]=[CH:31][CH:30]=2)=[CH:7][CH:6]=1)(=[O:3])[CH3:2] |f:1.2|. Procedure details: The starting material is prepared as follows: To the mixture of 3.6 g of 4-(4-acetamidophenoxy)-3-amino-5-sulfamoylbenzoic acid, 10 ml of water and the sufficient amount of N aqueous sodium hydroxide to reach a pH = 7.4, 1.3 g of benzyl chloride are added while stirring at 30°. The mixture is stirred for 16 hours at room temperature, during which time 4N aqueous sodium hydroxide is added dropwise to keep said pH value. It is filtered, the filtrate acidified with glacial acetic acid and the preci...